This data is from the Open Reaction Database (ORD), a public repository of structured organic reaction records. The task is: describe an organic reaction: reactants, conditions, products, and yield Reactants: N12CCCCCC2=NCCC1 (1,8-diazabicyclo[5.4.0]undec-7-ene), BrN1C(CCC1=O)=O (N-bromosuccinimide), N(=NC(C#N)(C)C)C(C#N)(C)C (2,2′azobis(2-methylpropionitrile)), BrC1=NC(=C2CCC(N(C2=C1)C1=C(C=CC=C1Cl)Cl)=O)C1=C(C=C(C=C1)F)Cl (7-bromo-5-(2-chloro-4-fluorophenyl)-1-(2,6-dichlorophenyl)-3,4-dihydro-1,6-naphthyridin-2(1H)-one). The solvent is C(Cl)(Cl)(Cl)Cl (CCl4). Yields the product BrC1=NC(=C2C=CC(N(C2=C1)C1=C(C=CC=C1Cl)Cl)=O)C1=C(C=C(C=C1)F)Cl (7-bromo-5-(2-chloro-4-fluorophenyl)-1-(2,6-dichlorophenyl)-1,6-naphthyridin-2(1H)-one). Reaction SMILES: [Br:1][C:2]1[CH:11]=[C:10]2[C:5]([CH2:6][CH2:7][C:8](=[O:20])[N:9]2[C:12]2[C:17]([Cl:18])=[CH:16][CH:15]=[CH:14][C:13]=2[Cl:19])=[C:4]([C:21]2[CH:26]=[CH:25][C:24]([F:27])=[CH:23][C:22]=2[Cl:28])[N:3]=1.BrN1C(=O)CCC1=O.N(C(C)(C)C#N)=NC(C)(C)C#N.N12CCCN=C1CCCCC2>C(Cl)(Cl)(Cl)Cl>[Br:1][C:2]1[CH:11]=[C:10]2[C:5]([CH:6]=[CH:7][C:8](=[O:20])[N:9]2[C:12]2[C:17]([Cl:18])=[CH:16][CH:15]=[CH:14][C:13]=2[Cl:19])=[C:4]([C:21]2[CH:26]=[CH:25][C:24]([F:27])=[CH:23][C:22]=2[Cl:28])[N:3]=1. Procedure: To 7-bromo-5-(2-chloro-4-fluorophenyl)-1-(2,6-dichlorophenyl)-3,4-dihydro-1,6-naphthyridin-2(1H)-one (2.33 g, 4.65 mmol) in 75 mL of CCl4 was added recrystallized N-bromosuccinimide (993 mg, 5.58 mmol) and 2,2′azobis(2-methylpropionitrile) (76.4 mg, 0.465 mmol). The resulting reaction mixture was evacuated and flushed with argon 3 times, then heated and maintained at reflux for 2.5 h. 1,8-diazabicyclo[5.4.0]undec-7-ene (695 μL, 4.65 mmol) was added and the reaction mixture was cooled to rt, wash...